Dataset: the Open Reaction Database (ORD), a public repository of structured organic reaction records. Task: describe an organic reaction: reactants, conditions, products, and yield Starting materials: C(O)([O-])=O.[Na+] (sodium hydrogencarbonate), C1(=CC=CC=C1)S(=O)(=O)NC1=C(C=2CCCCC2C=C1)C(=O)N (2-Benzenesulfonylamino-5,6,7,8-tetrahydronaphthalene-1-carboxylic acid amide), C1(=CC=CC=C1)S(=O)(=O)NC1=C(C=2CCCCC2C=C1)C(=O)N (2-Benzenesulfonylamino-5,6,7,8-tetrahydronaphthalene-1-carboxylic acid amide), P(Cl)(Cl)(Cl)(Cl)Cl (phosphorous pentachloride). Solvent: C(Cl)Cl (DCM). Conditions: time 3 hour. The product is C(#N)C1=C(C=CC=2CCCCC12)NS(=O)(=O)C1=CC=CC=C1 (N-(1-Cyano-5,6,7,8-tetrahydronaphthalen-2-yl)benzenesulfonamide). RXN SMILES: [C:1]1([S:7]([NH:10][C:11]2[CH:20]=[CH:19][C:18]3[CH2:17][CH2:16][CH2:15][CH2:14][C:13]=3[C:12]=2[C:21]([NH2:23])=O)(=[O:9])=[O:8])[CH:6]=[CH:5][CH:4]=[CH:3][CH:2]=1.P(Cl)(Cl)(Cl)(Cl)Cl.C(=O)([O-])O.[Na+]>C(Cl)Cl>[C:21]([C:12]1[C:13]2[CH2:14][CH2:15][CH2:16][CH2:17][C:18]=2[CH:19]=[CH:20][C:11]=1[NH:10][S:7]([C:1]1[CH:2]=[CH:3][CH:4]=[CH:5][CH:6]=1)(=[O:8])=[O:9])#[N:23] |f:2.3|. Procedure: 2-Benzenesulfonylamino-5,6,7,8-tetrahydronaphthalene-1-carboxylic acid amide (Intermediate 2, 1.2 g) was dissolved in dry DCM (20 mL) and phosphorous pentachloride (0.9 g) was added. The mixture was stirred for 3 hours then saturated aqueous sodium hydrogencarbonate was added carefully and the products were extracted into ethyl acetate. The organic solution was dried with magnesium sulfate, filtered and the solvent was removed by evaporation. The residue was purified by chromatography on silica,...